This data is from the Open Reaction Database (ORD), a public repository of structured organic reaction records. The task is: describe an organic reaction: reactants, conditions, products, and yield The reactants are CS(=O)(=O)c1c(Sc2ccccc2)cccc1C(=O)O, CN(C)C=O, O=S(Cl)Cl. Product: CS(=O)(=O)c1c(Sc2ccccc2)cccc1C(=O)Cl. As a reaction SMILES: [CH3:1][S:2](=[O:3])(=[O:4])[c:5]1[c:6]([C:7](=[O:8])[OH:9])[cH:10][cH:11][cH:12][c:13]1[S:14][c:15]1[cH:16][cH:17][cH:18][cH:19][cH:20]1.[CH3:21][N:22]([CH3:23])[CH:24]=[O:25].[S:26]([Cl:27])([Cl:28])=[O:29]>>[CH3:1][S:2](=[O:3])(=[O:4])[c:5]1[c:6]([C:7](=[O:8])[Cl:28])[cH:10][cH:11][cH:12][c:13]1[S:14][c:15]1[cH:16][cH:17][cH:18][cH:19][cH:20]1. Starting materials: COC(COCC#CCN1C(CCC[C@@H]1\C=C\C(CC1=CC=CC=C1)=O)=O)=O ({4-[(R)-2-Oxo-6-((E)-3-oxo-4-phenyl-but-1-enyl)-piperidin-1-yl]-but-2-ynyloxy}-acetic acid methyl ester). The reagents and catalysts are C1=CC=C(C=C1)P(C2=CC=CC=C2)C3=CC=CC=C3.C1=CC=C(C=C1)P(C2=CC=CC=C2)C3=CC=CC=C3.C1=CC=C(C=C1)P(C2=CC=CC=C2)C3=CC=CC=C3.C1=CC=C(C=C1)P(C2=CC=CC=C2)C3=CC=CC=C3.C1=CC=C(C=C1)P(C2=CC=CC=C2)C3=CC=CC=C3.C1=CC=C(C=C1)P(C2=CC=CC=C2)C3=CC=CC=C3.[Cu].[Cu].[Cu].[Cu].[Cu].[Cu] (hydrido(triphenylphosphine)copper(I) hexamer). Run in C1(=CC=CC=C1)C (toluene). Reaction conditions: time 2.5 hour. Product: COC(COCC#CCN1C(CCC[C@@H]1CCC(CC1=CC=CC=C1)=O)=O)=O ({4-[(R)-2-Oxo-6-(3-oxo-4-phenyl-butyl)-piperidin-1-yl]-but-2-ynyloxy}-acetic Acid Methyl Ester). Isolated yield 77.8%. Reaction SMILES: [CH3:1][O:2][C:3](=[O:28])[CH2:4][O:5][CH2:6][C:7]#[C:8][CH2:9][N:10]1[C@@H:15](/[CH:16]=[CH:17]/[C:18](=[O:26])[CH2:19][C:20]2[CH:25]=[CH:24][CH:23]=[CH:22][CH:21]=2)[CH2:14][CH2:13][CH2:12][C:11]1=[O:27]>C1(C)C=CC=CC=1.C1C=CC(P(C2C=CC=CC=2)C2C=CC=CC=2)=CC=1.C1C=CC(P(C2C=CC=CC=2)C2C=CC=CC=2)=CC=1.C1C=CC(P(C2C=CC=CC=2)C2C=CC=CC=2)=CC=1.C1C=CC(P(C2C=CC=CC=2)C2C=CC=CC=2)=CC=1.C1C=CC(P(C2C=CC=CC=2)C2C=CC=CC=2)=CC=1.C1C=CC(P(C2C=CC=CC=2)C2C=CC=CC=2)=CC=1.[Cu].[Cu].[Cu].[Cu].[Cu].[Cu]>[CH3:1][O:2][C:3](=[O:28])[CH2:4][O:5][CH2:6][C:7]#[C:8][CH2:9][N:10]1[C@@H:15]([CH2:16][CH2:17][C:18](=[O:26])[CH2:19][C:20]2[CH:25]=[CH:24][CH:23]=[CH:22][CH:21]=2)[CH2:14][CH2:13][CH2:12][C:11]1=[O:27] |f:2.3.4.5.6.7.8.9.10.11.12.13|. Procedure: A solution of {4-[(R)-2-Oxo-6-((E)-3-oxo-4-phenyl-but-1-enyl)-piperidin-1-yl]-but-2-ynyloxy}-acetic acid methyl ester (30 mg, 0.078 mmol) in toluene (2 mL) was added via cannula to a round-bottomed flask containing hydrido(triphenylphosphine)copper(I) hexamer (154 mg, 0.078 mmol) at −40° C. under nitrogen. The reaction was allowed to warm to rt and stirred for 2.5 h. The reaction was quenched with NH4OH/NH4Cl (1:1, 8 mL) and extracted with EtOAc (3×10 mL). The combined extracts were dried washed... The reactants are aqueous solution, CN (methylamine), NCC1=CN=C(S1)Cl (5-aminomethyl-2-chlorothiazole), aqueous solution, COC(N[N+](=O)[O-])=N (O-methyl-N-nitroisourea), Cl (hydrochloric acid), [Cl-].[Na+] (sodium chloride), [OH-].[Na+] (sodium hydroxide). Run in O (water). Conditions: time 13 hour. Yields the product ClC=1SC(=CN1)CNC(=N[N+](=O)[O-])NC (1-(2-chloro-5-thiazolylmethyl)-3-methyl-2-nitroguanidine). The yield is 36.7%. Reaction SMILES: CO[C:3](=[NH:8])[NH:4][N+:5]([O-:7])=[O:6].Cl.[Cl-].[Na+].[NH2:12][CH2:13][C:14]1[S:18][C:17]([Cl:19])=[N:16][CH:15]=1.[OH-].[Na+].[CH3:22]N>O>[Cl:19][C:17]1[S:18][C:14]([CH2:13][NH:12][C:3]([NH:8][CH3:22])=[N:4][N+:5]([O-:7])=[O:6])=[CH:15][N:16]=1 |f:2.3,5.6|. Procedure: To a mixture of O-methyl-N-nitroisourea (2.0 g, 0.0168 mol), 36% hydrochloric acid (1.5 ml), sodium chloride (8.0 g), and water (40 ml) was added 5-aminomethyl-2-chlorothiazole (2.5 g, 0.0168 mol) at 20° C. This mixture was adjusted to pH 7 with 30% aqueous solution of sodium hydroxide and stirred at room temperature for 13 hours. Then, 40% aqueous solution of methylamine (4.4 ml, 0.0511 mol) was added and the mixture was stirred at room temperature for 2 hours. The resulting crystals were colle... Reactants: BrCc1ccc(-c2ccccc2-c2nnnn2C(c2ccccc2)(c2ccccc2)c2ccccc2)cc1, CCCCc1nc(=O)c2cc(C=CC(=O)OCC)ccc2[nH]1, C[Si](C)(C)[N-][Si](C)(C)C, CCOC(C)=O, [Li+], C1CCOC1. Product: CCCCc1nc2ccc(C=CC(=O)OCC)cc2c(=O)n1Cc1ccc(-c2ccccc2-c2nnnn2C(c2ccccc2)(c2ccccc2)c2ccccc2)cc1. RXN SMILES: [Br:33][CH2:34][c:35]1[cH:36][cH:37][c:38](-[c:41]2[c:42](-[c:47]3[n:48][n:49][n:50][n:51]3[C:52]([c:53]3[cH:54][cH:55][cH:56][cH:57][cH:58]3)([c:59]3[cH:60][cH:61][cH:62][cH:63][cH:64]3)[c:65]3[cH:66][cH:67][cH:68][cH:69][cH:70]3)[cH:43][cH:44][cH:45][cH:46]2)[cH:39][cH:40]1.[CH2:1]([CH2:2][CH2:3][CH3:4])[c:5]1[nH:6][c:7]2[cH:8][cH:9][c:10]([CH:16]=[CH:17][C:18](=[O:19])[O:20][CH2:21][CH3:22])[cH:11][c:12]2[c:13](=[O:15])[n:14]1.[CH3:23][Si:24]([N-:25][Si:26]([CH3:27])([CH3:28])[CH3:29])([CH3:30])[CH3:31].[CH3:76][CH2:77][O:78][C:79](=[O:80])[CH3:81].[Li+:32].[O:71]1[CH2:72][CH2:73][CH2:74][CH2:75]1>>[CH2:1]([CH2:2][CH2:3][CH3:4])[c:5]1[n:6][c:7]2[cH:8][cH:9][c:10]([CH:16]=[CH:17][C:18](=[O:19])[O:20][CH2:21][CH3:22])[cH:11][c:12]2[c:13](=[O:15])[n:14]1[CH2:34][c:35]1[cH:36][cH:37][c:38](-[c:41]2[c:42](-[c:47]3[n:48][n:49][n:50][n:51]3[C:52]([c:53]3[cH:54][cH:55][cH:56][cH:57][cH:58]3)([c:59]3[cH:60][cH:61][cH:62][cH:63][cH:64]3)[c:65]3[cH:66][cH:67][cH:68][cH:69][cH:70]3)[cH:43][cH:44][cH:45][cH:46]2)[cH:39][cH:40]1. The reactants are CN(C)c1cc(C(O)CS(C)(=O)=O)cc(N(C)C)c1N(C)C, CS(C)=O, N#CCCNc1ccccc1. Product: CN(C)c1cc(CC(C#N)CNc2ccccc2)cc(N(C)C)c1N(C)C. Reaction SMILES: [CH3:1][N:2]([c:3]1[cH:4][c:5]([CH:6]([OH:7])[CH2:8][S:9]([CH3:10])(=[O:11])=[O:12])[cH:13][c:14]([N:19]([CH3:20])[CH3:21])[c:15]1[N:16]([CH3:17])[CH3:18])[CH3:22].[CH3:34][S:35]([CH3:36])=[O:37].[NH:23]([c:24]1[cH:25][cH:26][cH:27][cH:28][cH:29]1)[CH2:30][CH2:31][C:32]#[N:33]>>[CH3:1][N:2]([c:3]1[cH:4][c:5]([CH2:6][CH:31]([CH2:30][NH:23][c:24]2[cH:25][cH:26][cH:27][cH:28][cH:29]2)[C:32]#[N:33])[cH:13][c:14]([N:19]([CH3:20])[CH3:21])[c:15]1[N:16]([CH3:17])[CH3:18])[CH3:22]. Starting materials: O=C(CNC=1C(=CC=CC1)NC1=CC=CC=C1)N1CCCCC2=C1C=CC=C2 (N1-[2-oxo-2-(2,3,4,5-tetrahydro-1H-1-benzazepin-1-yl)ethyl]-N2-phenylbenzene-1,2-diamine), C(CC(=O)Cl)(=O)Cl (malonyl dichloride). Procedure details: To 100 mL of THF at 0° C. was added dropwise over 20 min simultaneously a solution of 8.0 g of the N1-[2-oxo-2-(2,3,4,5-tetrahydro-1H-1-benzazepin-1-yl)ethyl]-N2-phenylbenzene-1,2-diamine (8.0 g, 21.5 mM) in 100 mL of THF and solution of malonyl dichloride (2.40 mL, 25.8 mM) in 100 mL of THF. The resulting solution was stirred at RT for 20 h and the solvent removed in vacuo. The resultant material was purified by silica gel flash column chromatography using hexanes/EtOAc 1/1 and the combined fil... Reaction SMILES: [O:1]=[C:2]([N:18]1[C:24]2[CH:25]=[CH:26][CH:27]=[CH:28][C:23]=2[CH2:22][CH2:21][CH2:20][CH2:19]1)[CH2:3][NH:4][C:5]1[C:6]([NH:11][C:12]2[CH:17]=[CH:16][CH:15]=[CH:14][CH:13]=2)=[CH:7][CH:8]=[CH:9][CH:10]=1.[C:29](Cl)(=[O:34])[CH2:30][C:31](Cl)=[O:32]>C1COCC1>[O:1]=[C:2]([N:18]1[C:24]2[CH:25]=[CH:26][CH:27]=[CH:28][C:23]=2[CH2:22][CH2:21][CH2:20][CH2:19]1)[CH2:3][N:4]1[C:5]2[CH:10]=[CH:9][CH:8]=[CH:7][C:6]=2[N:11]([C:12]2[CH:17]=[CH:16][CH:15]=[CH:14][CH:13]=2)[C:31](=[O:32])[CH2:30][C:29]1=[O:34]. Run in C1CCOC1 (THF), C1CCOC1 (THF), C1CCOC1 (THF). The product is O=C(CN1C(CC(N(C2=C1C=CC=C2)C2=CC=CC=C2)=O)=O)N2CCCCC1=C2C=CC=C1 (1-[2-oxo-2-(2,3,4,5-tetrahydro-1H-1-benzazepin-1-yl)ethyl]-5-phenyl-1H -1,5-benzodiazepine-2,4(3H,5H)-dione). Conditions: time 20 hour.